From a dataset of the Open Reaction Database (ORD), a public repository of structured organic reaction records. describe an organic reaction: reactants, conditions, products, and yield Reactants: C1(=CC(=C(C=C1)C)C)O (3,4-xylenol), C(C)O (ethanol), [Br-].[Ca+2].[Br-] (calcium bromide). Procedure details: A complexation reaction was run as generally described in Example III with a starting mixture of 12.2 g 3,4-xylenol (100 mmole), 0.1 ml absolute ethanol, 5.0 g powdered anhydrous calcium bromide (25 mmole) and some of toluene. After the mixture was stirred for a total of 18 hours it was worked up. A washed-and-dried solid material was obtained in an amount of 10.7 g for a 3,4-xylenol/CaBr2 molar ratio of 1.9:1.0. Product: C1(=CC(=C(C=C1)C)C)O.[Br-].[Br-].[Ca+2] (3,4-xylenol CaBr2). Reaction conditions: time 18 hour. Solvent: C1(=CC=CC=C1)C (toluene). As a reaction SMILES: [C:1]1([OH:9])[CH:6]=[CH:5][C:4]([CH3:7])=[C:3]([CH3:8])[CH:2]=1.C(O)C.[Br-:13].[Ca+2:14].[Br-]>C1(C)C=CC=CC=1>[C:1]1([OH:9])[CH:6]=[CH:5][C:4]([CH3:7])=[C:3]([CH3:8])[CH:2]=1.[Br-:13].[Br-:13].[Ca+2:14] |f:2.3.4,6.7.8.9|. Reactants: COC(C=CC1=C(C=C(C=C1)C(F)(F)F)OCCCC)=O (3-(2-Butoxy-4-trifluoromethyl-phenyl)-acrylic acid methyl ester), [Li+].[OH-] (LiOH). Run in C1CCOC1 (THF), CO (CH3OH). The product is C(CCC)OC1=C(C=CC(=C1)C(F)(F)F)C=CC(=O)O (3-(2-butoxy-4-trifluoromethyl-phenyl)-acrylic acid). Reaction SMILES: C[O:2][C:3](=[O:21])[CH:4]=[CH:5][C:6]1[CH:11]=[CH:10][C:9]([C:12]([F:15])([F:14])[F:13])=[CH:8][C:7]=1[O:16][CH2:17][CH2:18][CH2:19][CH3:20].[Li+].[OH-]>C1COCC1.CO>[CH2:17]([O:16][C:7]1[CH:8]=[C:9]([C:12]([F:14])([F:13])[F:15])[CH:10]=[CH:11][C:6]=1[CH:5]=[CH:4][C:3]([OH:21])=[O:2])[CH2:18][CH2:19][CH3:20] |f:1.2|. Reported procedure: 3-(2-Butoxy-4-trifluoromethyl-phenyl)-acrylic acid methyl ester (464 mg) was reacted with 1N LiOH (10 ml) in THF and CH3OH for 1 hr as described above to yield title compound